Dataset: the Open Reaction Database (ORD), a public repository of structured organic reaction records. Task: describe an organic reaction: reactants, conditions, products, and yield Starting materials: CCOC(C)=O, CN(C)c1ccncc1, Cc1ccccc1, CCC(=O)CC(=O)OC, OCc1ccccc1. The product is CCC(=O)CC(=O)OCc1ccccc1. Reaction SMILES: [CH3:18][CH2:19][O:20][C:21](=[O:22])[CH3:23].[CH3:24][N:25]([CH3:26])[c:27]1[cH:28][cH:29][n:30][cH:31][cH:32]1.[CH3:33][c:34]1[cH:35][cH:36][cH:37][cH:38][cH:39]1.[O:1]=[C:2]([CH2:3][C:4](=[O:5])[O:6][CH3:7])[CH2:8][CH3:9].[OH:10][CH2:11][c:12]1[cH:13][cH:14][cH:15][cH:16][cH:17]1>>[O:1]=[C:2]([CH2:3][C:4](=[O:5])[O:6][CH2:7][c:12]1[cH:13][cH:14][cH:15][cH:16][cH:17]1)[CH2:8][CH3:9]. The reactants are [BH4-], C=O, CO, C=CC1CNCCC1CCC(O)c1ccnc2ccc(OC)cc12, [Na+]. Yields the product C=CC1CN(C)CCC1CCC(O)c1ccnc2ccc(OC)cc12. As a reaction SMILES: [BH4-:27].[CH2:25]=[O:26].[CH3:29][OH:30].[CH:1](=[CH2:2])[CH:3]1[CH2:4][NH:5][CH2:6][CH2:7][CH:8]1[CH2:9][CH2:10][CH:11]([OH:12])[c:13]1[cH:14][cH:15][n:16][c:17]2[cH:18][cH:19][c:20]([O:23][CH3:24])[cH:21][c:22]12.[Na+:28]>>[CH:1](=[CH2:2])[CH:3]1[CH2:4][N:5]([CH3:25])[CH2:6][CH2:7][CH:8]1[CH2:9][CH2:10][CH:11]([OH:12])[c:13]1[cH:14][cH:15][n:16][c:17]2[cH:18][cH:19][c:20]([O:23][CH3:24])[cH:21][c:22]12. Starting materials: CN1C(=NC=C1)SCC=1C=CC=C2C=C(NC12)C=1SC=CN1 (7-{[(1-methyl-1H-imidazol-2-yl)thio]methyl}-2-(1,3-thiazol-2-yl)-1H-indole), ClC1=CC(=CC=C1)C(=O)OO (m-chloroperbenzoic acid), C(O)([O-])=O.[Na+] (sodium hydrogencarbonate). Run in C(C)(=O)OCC (ethyl acetate). Conditions: temperature 0 celsius, time 1 hour. Product: CN1C(=NC=C1)S(=O)CC=1C=CC=C2C=C(NC12)C=1SC=CN1 (7-{[(1-Methyl-1H-imidazol-2-yl) sulfinyl]methyl}-2-(1,3-thiazol-2-yl)-1H-indole). The yield is 30.7%. RXN SMILES: [CH3:1][N:2]1[CH:6]=[CH:5][N:4]=[C:3]1[S:7][CH2:8][C:9]1[CH:10]=[CH:11][CH:12]=[C:13]2[C:17]=1[NH:16][C:15]([C:18]1[S:19][CH:20]=[CH:21][N:22]=1)=[CH:14]2.ClC1C=CC=C(C(OO)=[O:31])C=1.C(=O)([O-])O.[Na+]>C(OCC)(=O)C>[CH3:1][N:2]1[CH:6]=[CH:5][N:4]=[C:3]1[S:7]([CH2:8][C:9]1[CH:10]=[CH:11][CH:12]=[C:13]2[C:17]=1[NH:16][C:15]([C:18]1[S:19][CH:20]=[CH:21][N:22]=1)=[CH:14]2)=[O:31] |f:2.3|. Procedure details: To a solution of 7-{[(1-methyl-1H-imidazol-2-yl)thio]methyl}-2-(1,3-thiazol-2-yl)-1H-indole (0.087 g) in ethyl acetate was added m-chloroperbenzoic acid (0.070 g) under ice-cooling, and the mixture was stirred at 0° C. for 1 hr. Saturated aqueous sodium hydrogencarbonate solution was added to the reaction mixture, and the mixture was extracted with ethyl acetate. The extract was washed successively with water and saturated brine, dried over anhydrous magnesium sulfate, and concentrated under red... Reactants: [BH4-], CCO, CCOC(=O)CC(=O)C(CC(C)C)C(=O)OCC, Cl, [Na+], O. Product: CCOC(=O)CC(O)C(CC(C)C)C(=O)OCC. RXN SMILES: [BH4-:1].[CH3:22][CH2:23][OH:24].[CH3:3][CH:4]([CH2:5][CH:6]([C:7](=[O:8])[O:9][CH2:10][CH3:11])[C:12]([CH2:13][C:14](=[O:15])[O:16][CH2:17][CH3:18])=[O:19])[CH3:20].[ClH:21].[Na+:2].[OH2:25]>>[CH3:3][CH:4]([CH2:5][CH:6]([C:7](=[O:8])[O:9][CH2:10][CH3:11])[CH:12]([CH2:13][C:14](=[O:15])[O:16][CH2:17][CH3:18])[OH:19])[CH3:20]. Reactants: COC1=CC=C(C(=O)Cl)C=C1 (4-methoxy-benzoyl chloride), NC1=CC=C(C=C1)C(CCC(=O)OC)=O (4-(4-amino-phenyl)-4-oxo-butyric acid, methyl ester). The product is COC1=CC=C(C(=O)NC2=CC=C(C=C2)C(CCC(=O)O)=O)C=C1 (4-[4-(4-methoxy-benzoylamino)-phenyl]-4-oxo-butyric acid). The yield is 12.2%. As a reaction SMILES: [CH3:1][O:2][C:3]1[CH:11]=[CH:10][C:6]([C:7](Cl)=[O:8])=[CH:5][CH:4]=1.[NH2:12][C:13]1[CH:18]=[CH:17][C:16]([C:19](=[O:26])[CH2:20][CH2:21][C:22]([O:24]C)=[O:23])=[CH:15][CH:14]=1>>[CH3:1][O:2][C:3]1[CH:11]=[CH:10][C:6]([C:7]([NH:12][C:13]2[CH:14]=[CH:15][C:16]([C:19](=[O:26])[CH2:20][CH2:21][C:22]([OH:24])=[O:23])=[CH:17][CH:18]=2)=[O:8])=[CH:5][CH:4]=1. Procedure: In a manner similar to that described in Example 3, 4-methoxy-benzoyl chloride (0.057 g, 0.00033 mol) was allowed to react with 4-(4-amino-phenyl)-4-oxo-butyric acid, methyl ester (0.052 g, 0.00025 mol), and the resulting intermediate was hydrolyzed to give 0.010 g of 4-[4-(4-methoxy-benzoylamino)-phenyl]-4-oxo-butyric acid as an off-white solid; MS-(AP+) MH+328. Reactants: C[O-].[Na+] (sodium methoxide), C(C)O (Ethanol), CC1=CC=C(C=C1)S(=O)(=O)OC=1C(=NC(=C2C=CC=NC12)N1S(CCCC1)(=O)=O)C(=O)NCC1=C(C=C(C=C1)F)S(=O)(=O)N(C)C (7-[({2-[(dimethylamino)sulfonyl]-4-fluorobenzyl}amino)carbonyl]-5-(1,1-dioxido-1,2-thiazinan-2-yl)-1,6-naphthyridin-8-yl 4-methylbenzenesulfonate), C(C)(=O)O (acetic acid). The solvent is CO (methanol), CO (methanol), CN(C)C=O (DMF). Conditions: temperature 50 celsius, time 1 hour. The product is CN(S(=O)(=O)C1=C(CNC(=O)C2=NC(=C3C=CC=NC3=C2O)N2S(CCCC2)(=O)=O)C=CC(=C1)F)C (N-{2-[(dimethylamino)sulfonyl]-4-fluorobenzyl}-5-(1,1-dioxido-1,2-thiazinan-2-yl)-8-hydroxy-1,6-naphthyridine-7-carboxamide). RXN SMILES: CC1C=CC(S([O:11][C:12]2[C:13]([C:30]([NH:32][CH2:33][C:34]3[CH:39]=[CH:38][C:37]([F:40])=[CH:36][C:35]=3[S:41]([N:44]([CH3:46])[CH3:45])(=[O:43])=[O:42])=[O:31])=[N:14][C:15]([N:22]3[CH2:27][CH2:26][CH2:25][CH2:24][S:23]3(=[O:29])=[O:28])=[C:16]3[C:21]=2[N:20]=[CH:19][CH:18]=[CH:17]3)(=O)=O)=CC=1.C[O-].[Na+].C(O)(=O)C.C(O)C>CN(C=O)C.CO>[CH3:45][N:44]([CH3:46])[S:41]([C:35]1[CH:36]=[C:37]([F:40])[CH:38]=[CH:39][C:34]=1[CH2:33][NH:32][C:30]([C:13]1[C:12]([OH:11])=[C:21]2[C:16]([CH:17]=[CH:18][CH:19]=[N:20]2)=[C:15]([N:22]2[CH2:27][CH2:26][CH2:25][CH2:24][S:23]2(=[O:29])=[O:28])[N:14]=1)=[O:31])(=[O:43])=[O:42] |f:1.2|. Procedure: Dissolved 7-[({2-[(dimethylamino)sulfonyl]-4-fluorobenzyl}amino)carbonyl]-5-(1,1-dioxido-1,2-thiazinan-2-yl)-1,6-naphthyridin-8-yl 4-methylbenzenesulfonate (271 mg, 0.39 mmol) in DMF (0.5 mL) and added to a solution of sodium methoxide (53 mg, 0.98 mmol) in methanol (3.0 mL). The reaction was stirred at 50° C. for one hour, cooled, and glacial acetic acid (56 μL, 0.78 mmol) was added. The reaction was stripped down three times from methanol. Ethanol was added while sonicating the flask to crash ...